From a dataset of the Open Reaction Database (ORD), a public repository of structured organic reaction records. describe an organic reaction: reactants, conditions, products, and yield The reactants are S(C#N)CSC=1SC(C(N1)(CC)CC)=C (2-Thiocyanomethylthio-4,4-diethyl-5-methylenethiazoline), ClCCl (dichloromethane), ClCl (chlorine), ClCCl (dichloromethane). Conditions: time 1 hour. Yields the product S(C#N)CSC=1SC(C(N1)(CC)CC)=C(Cl)Cl (2-thiocyanomethylthio-4,4-diethyl-5-dichloromethylenethiazoline). As a reaction SMILES: [S:1]([CH2:4][S:5][C:6]1[S:7][C:8](=C)[C:9]([CH2:13][CH3:14])([CH2:11][CH3:12])[N:10]=1)[C:2]#[N:3].ClCl.[Cl:18][CH2:19][Cl:20]>>[S:1]([CH2:4][S:5][C:6]1[S:7][C:8](=[C:19]([Cl:20])[Cl:18])[C:9]([CH2:13][CH3:14])([CH2:11][CH3:12])[N:10]=1)[C:2]#[N:3]. Reported procedure: 2-Thiocyanomethylthio-4,4-diethyl-5-methylenethiazoline, 23. gm, is added to 75 ml of dichloromethane. 0.72 gm of chlorine in 20 ml of dichloromethane is then added to the system. The system is stirred at room temperature for 1 hour. The system is then washed with saturated sodium bicarbonate solution, filtered and the organic solution dried over magnesium sulfate. The dichloromethane is removed by stripping to give the 2-thiocyanomethylthio-4,4-diethyl-5-dichloromethylenethiazoline. Starting materials: Nc1ccc(Br)cc1F, O=[N+]([O-])O, O=S(=O)(O)O. Product: Nc1cc([N+](=O)[O-])c(Br)cc1F. As a reaction SMILES: [Br:1][c:2]1[cH:3][c:4]([F:9])[c:5]([NH2:6])[cH:7][cH:8]1.[OH:10][N+:11]([O-:12])=[O:13].[S:14](=[O:15])(=[O:16])([OH:17])[OH:18]>>[Br:1][c:2]1[cH:3][c:4]([F:9])[c:5]([NH2:6])[cH:7][c:8]1[N+:11](=[O:10])[O-:12]. The reactants are N1CC(C1)C(=O)O (Azetidine-3-carboxylic acid), BrC1=C(C=C(C=O)C=C1)F (4-bromo-3-fluorobenzaldehyde), C(OC)([O-])[O-] (methyl orthoformate), CC(=O)O (AcOH), C(C)(=O)O[BH-](OC(C)=O)OC(C)=O.[Na+] (sodium triacetoxyborohydride), CO (MeOH), S(O)(O)(=O)=O (sulfuric acid). Solvent: C(Cl)Cl (DCM). Conditions: time 2 hour. The product is BrC1=C(C=C(CN2CC(C2)C(=O)OC)C=C1)F (methyl 1-(4-bromo-3-fluorobenzyl)azetidine-3-carboxylate). As a reaction SMILES: [NH:1]1[CH2:4][CH:3]([C:5]([OH:7])=[O:6])[CH2:2]1.[Br:8][C:9]1[CH:16]=[CH:15][C:12]([CH:13]=O)=[CH:11][C:10]=1[F:17].[CH:18]([O-])([O-])OC.CC(O)=O.C(O[BH-](OC(=O)C)OC(=O)C)(=O)C.[Na+].CO.S(=O)(=O)(O)O>C(Cl)Cl>[Br:8][C:9]1[CH:16]=[CH:15][C:12]([CH2:13][N:1]2[CH2:4][CH:3]([C:5]([O:7][CH3:18])=[O:6])[CH2:2]2)=[CH:11][C:10]=1[F:17] |f:4.5|. Procedure details: Azetidine-3-carboxylic acid (43 g, 421 mmol), 4-bromo-3-fluorobenzaldehyde (81.4 g, 401 mmol), methyl orthoformate (219 mL, 2005 mmol), and AcOH (34 mL, 601 mmol) were added to DCM (700 mL) at rt under an N2 atmosphere. The mixture was stirred for 15 min, at which point sodium triacetoxyborohydride (127 g, 601 mmol) was added portion-wise (exothermic). After 2 h, solvent swap with MeOH (257 g, 8019 mmol), and sulfuric acid (79 g, 802 mmol) was added slowly (exothermic). The mixture was heated at...